Dataset: the Open Reaction Database (ORD), a public repository of structured organic reaction records. Task: describe an organic reaction: reactants, conditions, products, and yield Starting materials: amines, CC(=CC(=O)O)C (3,3-dimethylacrylic acid), C1(C=CCCC1)=O (cyclohexenone), CC1(CC(C(CC1)O)C1=CC=CC=C1)C (5,5-dimethyl-3-phenyl-2-cyclohexanol), trans-βmethylcinnamic acid, [C-]#N.C(C)[Al+]CC (diethylaluminum cyanide). The solvent is O1CCCC1 (tetrahydrofuran). Yields the product C(#N)C1(CC(CC(C1)(C)C)=O)C1=CC=CC=C1 (3-cyano-5,5-dimethyl-3-phenylcyclohexanone). Reaction SMILES: [CH3:1][C:2]1([CH3:15])[CH2:7][CH2:6][CH:5](O)[CH:4]([C:9]2[CH:14]=[CH:13][CH:12]=[CH:11][CH:10]=2)[CH2:3]1.CC(C)=CC(O)=[O:20].C1(=O)CCCC=C1.[C-:30]#[N:31].C([Al+]CC)C>O1CCCC1>[C:30]([C:4]1([C:9]2[CH:14]=[CH:13][CH:12]=[CH:11][CH:10]=2)[CH2:3][C:2]([CH3:15])([CH3:1])[CH2:7][C:6](=[O:20])[CH2:5]1)#[N:31] |f:3.4|. Procedure: The amines where R0 contains a 5,5-dimethyl-3-phenyl-2-cyclohexanol may be prepared substantially as described in Mestres et al., Tetrahedron, volume 50, page 2571 (1994). For example, in a tandem Michael-Dieckmann decarboxylative annulation of trans-βmethylcinnamic acid and 3,3-dimethylacrylic acid, the cyclohexenone was stirred with diethylaluminum cyanide in tetrahydrofuran at room temperature overnight to provide 3-cyano-5,5-dimethyl-3-phenylcyclohexanone which was then hydrogenated over 5% ... Reaction SMILES: [Br-:2].[CH2:8]([c:9]1[cH:10][cH:11][cH:12][cH:13][cH:14]1)[NH:15][CH2:16][C:17](=[CH2:18])[CH3:19].[CH3:3][C:4]1([CH3:5])[CH2:6][O:7]1.[Cl:20][CH2:21][Cl:22].[Li+:1]>>[CH3:3][C:4]([CH3:5])([CH2:6][N:15]([CH2:8][c:9]1[cH:10][cH:11][cH:12][cH:13][cH:14]1)[CH2:16][C:17](=[CH2:18])[CH3:19])[OH:7]. Product: C=C(C)CN(Cc1ccccc1)CC(C)(C)O. Starting materials: [Br-], C=C(C)CNCc1ccccc1, CC1(C)CO1, ClCCl, [Li+]. Starting materials: Cn1ccnc1[Si](C)(C)C(C)(C)C, C1CCOC1, [Li]C(C)CC, C[Si](C)(C)C#Cc1cccc(-c2cc(=O)n(CC3CC3)c3ccc(C(=O)c4ccc(Cl)cc4)cc23)c1. Yields the product Cn1c(C(O)(c2ccc(Cl)cc2)c2ccc3c(c2)c(-c2cccc(C#C[Si](C)(C)C)c2)cc(=O)n3CC2CC2)cnc1[Si](C)(C)C(C)(C)C. RXN SMILES: [C:1]([CH3:2])([CH3:3])([CH3:4])[Si:5]([c:6]1[n:7]([CH3:11])[cH:8][cH:9][n:10]1)([CH3:12])[CH3:13].[CH2:55]1[O:56][CH2:57][CH2:58][CH2:59]1.[CH:14]([Li:15])([CH2:16][CH3:17])[CH3:18].[Cl:19][c:20]1[cH:21][cH:22][c:23]([C:24](=[O:25])[c:26]2[cH:27][c:28]3[c:29](-[c:41]4[cH:42][c:43]([C:47]#[C:48][Si:49]([CH3:50])([CH3:51])[CH3:52])[cH:44][cH:45][cH:46]4)[cH:30][c:31](=[O:40])[n:32]([CH2:36][CH:37]4[CH2:38][CH2:39]4)[c:33]3[cH:34][cH:35]2)[cH:53][cH:54]1>>[C:1]([CH3:2])([CH3:3])([CH3:4])[Si:5]([c:6]1[n:7]([CH3:11])[c:8]([C:24]([c:23]2[cH:22][cH:21][c:20]([Cl:19])[cH:54][cH:53]2)([OH:25])[c:26]2[cH:27][c:28]3[c:29](-[c:41]4[cH:42][c:43]([C:47]#[C:48][Si:49]([CH3:50])([CH3:51])[CH3:52])[cH:44][cH:45][cH:46]4)[cH:30][c:31](=[O:40])[n:32]([CH2:36][CH:37]4[CH2:38][CH2:39]4)[c:33]3[cH:34][cH:35]2)[cH:9][n:10]1)([CH3:12])[CH3:13]. Reactants: Nc1cccc(Br)c1, CCO, N#Cc1cnc2cnc(F)cc2c1Cl. Product: N#Cc1cnc2cnc(F)cc2c1Nc1cccc(Br)c1. Reaction SMILES: [Br:15][c:16]1[cH:17][c:18]([NH2:19])[cH:20][cH:21][cH:22]1.[CH3:23][CH2:24][OH:25].[Cl:1][c:2]1[c:3]([C:13]#[N:14])[cH:4][n:5][c:6]2[cH:7][n:8][c:9]([F:12])[cH:10][c:11]12>>[c:2]1([NH:19][c:18]2[cH:17][c:16]([Br:15])[cH:22][cH:21][cH:20]2)[c:3]([C:13]#[N:14])[cH:4][n:5][c:6]2[cH:7][n:8][c:9]([F:12])[cH:10][c:11]12. Reactants: NCC(C1=CC(=CC=C1)C)O (α-(aminomethyl)-m-methylbenzyl alcohol), N([N+](=O)[O-])C=1NCCN1 (2-(nitramino)-2-imidazoline). Solvent: C=1(C(=CC=CC1)C)C (xylene). Yields the product N1C(=NCC1)NCC(C1=CC(=CC=C1)C)O (α-(2-imidazolin-2-ylaminomethyl)-m-methylbenzyl alcohol). Reaction SMILES: [NH2:1][CH2:2][CH:3]([OH:11])[C:4]1[CH:9]=[CH:8][CH:7]=[C:6]([CH3:10])[CH:5]=1.N([C:16]1[NH:17][CH2:18][CH2:19][N:20]=1)[N+]([O-])=O>C1(C)C(C)=CC=CC=1>[NH:20]1[CH2:19][CH2:18][N:17]=[C:16]1[NH:1][CH2:2][CH:3]([OH:11])[C:4]1[CH:9]=[CH:8][CH:7]=[C:6]([CH3:10])[CH:5]=1. Procedure details: A mixture of 8.2 parts of α-(aminomethyl)-m-methylbenzyl alcohol, 6,1 parts of 2-(nitramino)-2-imidazoline and 40 parts of xylene is stirred in an oil-bath at 150°-160°C, while almost all xylene is distilled off. The residue is diluted with a few parts of acetone and allowed to crystallize. The product is filtered off and recrystallized from 4-methyl-2-pentanone, yielding α-(2-imidazolin-2-ylaminomethyl)-m-methylbenzyl alcohol; m.p. 121°C. The reactants are [BH4-].[Na+] (sodium borohydride), ClC1=CC=C(C=C1)C1=NN(CC1C1=CC=C(C=C1)Cl)C(=O)NC1=CC=C(C=C1)C(F)(F)F (3,4-bis(4-chlorophenyl)-4,5-dihydro-N-[4-(trifluoromethyl)phenyl]-1H-pyrazole-1-carboxamide), C([O-])(O)=O.[Na+] (sodium bicarbonate). Reagents/catalysts: [Ti](Cl)(Cl)(Cl)Cl (titanium tetrachloride). The solvent is COCCOC (1,2-dimethoxyethane), COCCOC (1,2-dimethoxyethane). Run at temperature 0 celsius, time 5 minute. Yields the product ClC1=CC=C(C=C1)C1NN(CC1C1=CC=C(C=C1)Cl)C(=O)NC1=CC=C(C=C1)C(F)(F)F (3,4-Bis(4-chlorophenyl)-N-[4-(trifluoromethyl)phenyl]-1-pyrazolidinecarboxamide). Yield: 24.3%. Reaction SMILES: [BH4-].[Na+].[Cl:3][C:4]1[CH:9]=[CH:8][C:7]([C:10]2[CH:14]([C:15]3[CH:20]=[CH:19][C:18]([Cl:21])=[CH:17][CH:16]=3)[CH2:13][N:12]([C:22]([NH:24][C:25]3[CH:30]=[CH:29][C:28]([C:31]([F:34])([F:33])[F:32])=[CH:27][CH:26]=3)=[O:23])[N:11]=2)=[CH:6][CH:5]=1.C(=O)(O)[O-].[Na+]>COCCOC.[Ti](Cl)(Cl)(Cl)Cl>[Cl:3][C:4]1[CH:9]=[CH:8][C:7]([CH:10]2[CH:14]([C:15]3[CH:16]=[CH:17][C:18]([Cl:21])=[CH:19][CH:20]=3)[CH2:13][N:12]([C:22]([NH:24][C:25]3[CH:30]=[CH:29][C:28]([C:31]([F:32])([F:34])[F:33])=[CH:27][CH:26]=3)=[O:23])[NH:11]2)=[CH:6][CH:5]=1 |f:0.1,3.4|. Reported procedure: To a solution of 0.473 g (0.0025 mol) of titanium tetrachloride in 10 mL of 1,2-dimethoxyethane was added 0.189 g (0.0048 mol) of sodium borohydride all at once at 0° C. The green solution was stirred at 0° C. for 5 minutes and 0.500 g (0.0012 mol) of 3,4-bis(4-chlorophenyl)-4,5-dihydro-N-[4-(trifluoromethyl)phenyl]-1H-pyrazole-1-carboxamide dissolved in 5 mL of 1,2-dimethoxyethane was added dropwise over 5 minutes. The cooling bath was removed and the dark brown solution was stirred at room tem... The reactants are C(C)(C)(C)OC(=O)N1C[C@@H]([C@H](CC1)C1=CC(=CC=C1)Br)OCC1=CC2=CC=CC=C2C=C1 ((3R*,4R*)-4-(3-bromo-phenyl)-3-(naphthalen-2-ylmethoxy)-piperidine-1-carboxylic acid t-butyl ester), OC=1C=C(C=CC1)B(O)O (3-hydroxyphenylboronic acid), C(OC)COC (dimethoxyethane), C(=O)([O-])[O-].[Na+].[Na+] (Na2CO3). Reagents/catalysts: [Pd].C1(=CC=CC=C1)P(C1=CC=CC=C1)C1=CC=CC=C1.C1(=CC=CC=C1)P(C1=CC=CC=C1)C1=CC=CC=C1.C1(=CC=CC=C1)P(C1=CC=CC=C1)C1=CC=CC=C1.C1(=CC=CC=C1)P(C1=CC=CC=C1)C1=CC=CC=C1 (tetrakis-(triphenylphosphin)-palladium). Solvent: O (H2O). The product is C(C)(C)(C)OC(=O)N1C[C@@H]([C@H](CC1)C=1C=C(C=CC1)C1=CC(=CC=C1)O)OCC1=CC2=CC=CC=C2C=C1 ((3R*,4R*)-4-(3′-hydroxy-biphenyl-3-yl)-3-(naphthalen-2-ylmethoxy)-piperidine-1-carboxylic acid t-butyl ester). As a reaction SMILES: [C:1]([O:5][C:6]([N:8]1[CH2:13][CH2:12][C@H:11]([C:14]2[CH:19]=[CH:18][CH:17]=[C:16](Br)[CH:15]=2)[C@@H:10]([O:21][CH2:22][C:23]2[CH:32]=[CH:31][C:30]3[C:25](=[CH:26][CH:27]=[CH:28][CH:29]=3)[CH:24]=2)[CH2:9]1)=[O:7])([CH3:4])([CH3:3])[CH3:2].[OH:33][C:34]1[CH:35]=[C:36](B(O)O)[CH:37]=[CH:38][CH:39]=1.C(COC)OC.C([O-])([O-])=O.[Na+].[Na+]>[Pd].C1(P(C2C=CC=CC=2)C2C=CC=CC=2)C=CC=CC=1.C1(P(C2C=CC=CC=2)C2C=CC=CC=2)C=CC=CC=1.C1(P(C2C=CC=CC=2)C2C=CC=CC=2)C=CC=CC=1.C1(P(C2C=CC=CC=2)C2C=CC=CC=2)C=CC=CC=1.O>[C:1]([O:5][C:6]([N:8]1[CH2:13][CH2:12][C@H:11]([C:14]2[CH:15]=[C:16]([C:38]3[CH:37]=[CH:36][CH:35]=[C:34]([OH:33])[CH:39]=3)[CH:17]=[CH:18][CH:19]=2)[C@@H:10]([O:21][CH2:22][C:23]2[CH:32]=[CH:31][C:30]3[C:25](=[CH:26][CH:27]=[CH:28][CH:29]=3)[CH:24]=2)[CH2:9]1)=[O:7])([CH3:4])([CH3:3])[CH3:2] |f:3.4.5,6.7.8.9.10|. Procedure: A stirred mixture of (3R*,4R*)-4-(3-bromo-phenyl)-3-(naphthalen-2-ylmethoxy)-piperidine-1-carboxylic acid t-butyl ester (150 mg, 0.3 mmol), 3-hydroxyphenylboronic acid (48 mg, 0.35 mmol), dimethoxyethane (3 mL), H2O (1 mL), tetrakis-(triphenylphosphin)-palladium (21 mg, 0.02 mmol) and Na2CO3 (47 mg, 0.45 mmol) is heated at reflux under argon for 16 h. The mixture is cooled to RT, dimethoxyethane is removed in vacuo and the residue is diluted with aqueous 2N Na2CO3 solution containing a few mL of... The reactants are CC(C)CC(NC(=O)OC(C)(C)C)C(=O)O, CC(C)CCN, O. Yields the product CC(C)CCNC(=O)C(CC(C)C)NC(=O)OC(C)(C)C. RXN SMILES: [C:8](=[O:9])([O:10][C:11]([CH3:12])([CH3:13])[CH3:14])[NH:15][CH:16]([CH2:17][CH:18]([CH3:19])[CH3:20])[C:21](=[O:22])[OH:23].[CH2:1]([CH2:2][CH:3]([CH3:4])[CH3:5])[NH2:6].[OH2:7]>>[CH2:1]([CH2:2][CH:3]([CH3:4])[CH3:5])[NH:6][C:21]([CH:16]([NH:15][C:8](=[O:9])[O:10][C:11]([CH3:12])([CH3:13])[CH3:14])[CH2:17][CH:18]([CH3:19])[CH3:20])=[O:23]. The reactants are ice H2O, ClC=1C=CC=2N(N1)C=CC(C2C=2C=C(C(=O)OC)C=CC2OC)=O (methyl 3-(2-chloro-6-oxo-6H-pyrido[1,2-b]pyridazin-5-yl)-4-methoxybenzoate), C(=O)([O-])[O-].[Cs+].[Cs+] (Cs2CO3), FC1=C(C=CC(=C1)F)O (2,4 difluoro phenol). The solvent is CN1CCCC1=O (NMP). Reaction conditions: temperature 80 celsius. Product: FC1=C(OC=2C=CC=3N(N2)C=CC(C3C=3C=C(C(=O)OC)C=CC3OC)=O)C=CC(=C1)F (methyl 3-[2-(2,4-difluorophenoxy)-6-oxo-6H-pyrido[1,2-b]pyridazin-5-yl]-4-methoxybenzoate). Reaction SMILES: Cl[C:2]1[CH:3]=[CH:4][C:5]2[N:6]([CH:8]=[CH:9][C:10](=[O:24])[C:11]=2[C:12]2[CH:13]=[C:14]([CH:19]=[CH:20][C:21]=2[O:22][CH3:23])[C:15]([O:17][CH3:18])=[O:16])[N:7]=1.C([O-])([O-])=O.[Cs+].[Cs+].[F:31][C:32]1[CH:37]=[C:36]([F:38])[CH:35]=[CH:34][C:33]=1[OH:39]>CN1C(=O)CCC1>[F:31][C:32]1[CH:37]=[C:36]([F:38])[CH:35]=[CH:34][C:33]=1[O:39][C:2]1[CH:3]=[CH:4][C:5]2[N:6]([CH:8]=[CH:9][C:10](=[O:24])[C:11]=2[C:12]2[CH:13]=[C:14]([CH:19]=[CH:20][C:21]=2[O:22][CH3:23])[C:15]([O:17][CH3:18])=[O:16])[N:7]=1 |f:1.2.3|. Procedure details: To a solution of methyl 3-(2-chloro-6-oxo-6H-pyrido[1,2-b]pyridazin-5-yl)-4-methoxybenzoate (1.05 g, 3.05 mmol) and Cs2CO3 (2.97 g, 9.15 mmol) dissolved in NMP (20 mL) was added 2,4 difluoro phenol (475 mg, 3.66 mmol). The mixture was heated to 80° C. for 1 hr until the reaction was complete via LCMS analysis. The reaction was poured into 500 mL of ice/H2O and the solid precipitate was collected. The crude residue was purified via silica gel chromatography (EtOAc/CH2Cl2, MeOH) to yield the title...